From a dataset of the Open Reaction Database (ORD), a public repository of structured organic reaction records. describe an organic reaction: reactants, conditions, products, and yield The reactants are ClC1=CC=C(C=C1)C=1N=CNC1C=1SC=CC1 (4-(4-chlorophenyl)-5-(2-thienyl)-1H-imidazole), [S] (sulfur), C1CCCS1(=O)=O (tetramethylene sulfone), O (water). Run in CN(C=O)C (dimethylformamide). Run at temperature 200 celsius. Yields the product ClC1=CC=C(C=C1)C=1N=C(NC1C=1SC=CC1)S (4-(4-Chlorophenyl)-5-(2-thienyl)-1H-2-imidazolethiol). As a reaction SMILES: [Cl:1][C:2]1[CH:7]=[CH:6][C:5]([C:8]2[N:9]=[CH:10][NH:11][C:12]=2[C:13]2[S:14][CH:15]=[CH:16][CH:17]=2)=[CH:4][CH:3]=1.[S].C1[S:23](=O)(=O)CCC1.O>CN(C)C=O>[Cl:1][C:2]1[CH:3]=[CH:4][C:5]([C:8]2[N:9]=[C:10]([SH:23])[NH:11][C:12]=2[C:13]2[S:14][CH:15]=[CH:16][CH:17]=2)=[CH:6][CH:7]=1 |^3:17|. Procedure details: A mixture of 9.4 g of 4-(4-chlorophenyl)-5-(2-thienyl)-1H-imidazole, 2 g of sulfur, and 50 ml of tetramethylene sulfone was stirred under nitrogen and heated to 200° C. for 8 hrs. It was cooled, poured into water, filtered and washed well with water to give 11.5 g. This was dissolved in dimethylformamide and chromatographed on a column 6 cm diameter by 125 cm long of alumina (Woelm neutral activity grade 1) using dimethylformamide to elute. A yield of 5.6 g was obtained as the dimethylformamide ... Reactants: N12C[C@@H](C(CC1)CC2)OC(=O)C2(CCCCCC2)C2=CC=CC=C2 (1-Phenyl-cycloheptanecarboxylic acid (R)-(1-aza-bicyclo[2.2.2]oct-3-yl)ester), O1N=C(C2=C1C=CC=C2)NC(CCl)=O (N-benzo[d]isoxazol-3-yl-2-chloro-acetamide). Run in C(C)#N (acetonitrile). The product is [Cl-].O1N=C(C2=C1C=CC=C2)NC(=O)C[N+]21C[C@@H](C(CC2)CC1)OC(=O)C1(CCCCCC1)C1=CC=CC=C1 ((R)-1-(Benzo[d]isoxazol-3-ylcarbamoylmethyl)-3-(1-phenyl-cycloheptanecarbonyloxy)-1-azonia-bicyclo[2.2.2]octane chloride). Yield: 64.1%. As a reaction SMILES: [N:1]12[CH2:8][CH2:7][CH:4]([CH2:5][CH2:6]1)[C@@H:3]([O:9][C:10]([C:12]1([C:19]3[CH:24]=[CH:23][CH:22]=[CH:21][CH:20]=3)[CH2:18][CH2:17][CH2:16][CH2:15][CH2:14][CH2:13]1)=[O:11])[CH2:2]2.[O:25]1[C:29]2[CH:30]=[CH:31][CH:32]=[CH:33][C:28]=2[C:27]([NH:34][C:35](=[O:38])[CH2:36][Cl:37])=[N:26]1>C(#N)C>[Cl-:37].[O:25]1[C:29]2[CH:30]=[CH:31][CH:32]=[CH:33][C:28]=2[C:27]([NH:34][C:35]([CH2:36][N+:1]23[CH2:8][CH2:7][CH:4]([CH2:5][CH2:6]2)[C@@H:3]([O:9][C:10]([C:12]2([C:19]4[CH:20]=[CH:21][CH:22]=[CH:23][CH:24]=4)[CH2:18][CH2:17][CH2:16][CH2:15][CH2:14][CH2:13]2)=[O:11])[CH2:2]3)=[O:38])=[N:26]1 |f:3.4|. Procedure details: 1-Phenyl-cycloheptanecarboxylic acid (R)-(1-aza-bicyclo[2.2.2]oct-3-yl)ester (Example 1e) (114 mg) and N-benzo[d]isoxazol-3-yl-2-chloro-acetamide (Example 4a) (89 mg) were dissolved in acetonitrile (10 mL) and left for one week. The resulting crystals were filtered off and washed with diethyl ether (3×10 mL) to afford the titled compound as a solid (120 mg). Reactants: BrC1=CN(C2=CC=CC=C12)S(=O)(=O)C1=CC=CC=C1 (3-bromo-1-(phenylsulfonyl)-1H-indole), COC1=CC=C(C=C1)B(O)O (4-Methoxyphenyl boronic acid), C(O)([O-])=O.[Na+] (sodium hydrogen carbonate). Reagents/catalysts: C=1C=CC(=CC1)[P](C=2C=CC=CC2)(C=3C=CC=CC3)[Pd]([P](C=4C=CC=CC4)(C=5C=CC=CC5)C=6C=CC=CC6)([P](C=7C=CC=CC7)(C=8C=CC=CC8)C=9C=CC=CC9)[P](C=1C=CC=CC1)(C=1C=CC=CC1)C=1C=CC=CC1 (tetrakis(triphenylphosphine)palladium). The solvent is COCCOC (DME). Reaction conditions: temperature 85 celsius, time 5 minute. Product: COC1=CC=C(C=C1)C1=CN(C2=CC=CC=C12)S(=O)(=O)C1=CC=CC=C1 (3-(4-methoxyphenyl)-1-(phenylsulfonyl)-1H-indole). Reaction SMILES: Br[C:2]1[C:10]2[C:5](=[CH:6][CH:7]=[CH:8][CH:9]=2)[N:4]([S:11]([C:14]2[CH:19]=[CH:18][CH:17]=[CH:16][CH:15]=2)(=[O:13])=[O:12])[CH:3]=1.[CH3:20][O:21][C:22]1[CH:27]=[CH:26][C:25](B(O)O)=[CH:24][CH:23]=1.C(=O)([O-])O.[Na+]>COCCOC.C1C=CC([P]([Pd]([P](C2C=CC=CC=2)(C2C=CC=CC=2)C2C=CC=CC=2)([P](C2C=CC=CC=2)(C2C=CC=CC=2)C2C=CC=CC=2)[P](C2C=CC=CC=2)(C2C=CC=CC=2)C2C=CC=CC=2)(C2C=CC=CC=2)C2C=CC=CC=2)=CC=1>[CH3:20][O:21][C:22]1[CH:27]=[CH:26][C:25]([C:2]2[C:10]3[C:5](=[CH:6][CH:7]=[CH:8][CH:9]=3)[N:4]([S:11]([C:14]3[CH:19]=[CH:18][CH:17]=[CH:16][CH:15]=3)(=[O:13])=[O:12])[CH:3]=2)=[CH:24][CH:23]=1 |f:2.3,^1:45,47,66,85|. Procedure: 3-bromo-1-(phenylsulfonyl)-1H-indole (500 mg, 1.49 mmol) and 5 mol % tetrakis(triphenylphosphine)palladium were mixed in 9 ml degassed DME. The mixture was stirred for 5 min under nitrogen and was then heated to 85° C. 4-Methoxyphenyl boronic acid (1.2 eq) dissolved in 3 ml DME and 5.95 ml sodium hydrogen carbonate (1 M) were simultaneously added drop wise at 85° C. over 5 min. The reaction was stirred at 85° C. for 10 min and then cooled to room temperature. DME was concentrated, water was adde... Starting materials: [BH4-], C=CCCCC(C(C)=O)C(=O)OC, CO, [Na+]. Yields the product C=CCCCC(C(=O)OC)C(C)O. As a reaction SMILES: [BH4-:14].[C:1]([CH3:2])(=[O:3])[CH:4]([C:5](=[O:6])[O:7][CH3:8])[CH2:9][CH2:10][CH2:11][CH:12]=[CH2:13].[CH3:16][OH:17].[Na+:15]>>[CH:1]([CH3:2])([OH:3])[CH:4]([C:5](=[O:6])[O:7][CH3:8])[CH2:9][CH2:10][CH2:11][CH:12]=[CH2:13]. The reactants are ClC1=CC=C(C=C1)C1=NC=2C(=NC=CC2)N1CCC(=O)O (2-(4-chlorophenyl)-3H-imidazo[4,5-b]pyridine-3-propanoic acid), C(=O)(N1C=NC=C1)N1C=NC=C1 (1,1'-carbonyldiimidazole), N (ammonia). Run in O1CCCC1 (tetrahydrofuran), C(=O)=O.CC(=O)C (dry ice acetone). Conditions: time 2 day. The product is ClC1=CC=C(C=C1)C1=NC=2C(=NC=CC2)N1CCC(=O)N (2-(4-Chlorophenyl)-3H-imidazo[4,5-b]pyridine-3-propanamide). The yield is 52.0%. Reaction SMILES: [Cl:1][C:2]1[CH:7]=[CH:6][C:5]([C:8]2[N:16]([CH2:17][CH2:18][C:19]([OH:21])=O)[C:11]3=[N:12][CH:13]=[CH:14][CH:15]=[C:10]3[N:9]=2)=[CH:4][CH:3]=1.C(N1C=CN=C1)([N:24]1C=CN=C1)=O.N>O1CCCC1.C(=O)=O.CC(C)=O>[Cl:1][C:2]1[CH:7]=[CH:6][C:5]([C:8]2[N:16]([CH2:17][CH2:18][C:19]([NH2:24])=[O:21])[C:11]3=[N:12][CH:13]=[CH:14][CH:15]=[C:10]3[N:9]=2)=[CH:4][CH:3]=1 |f:4.5|. Procedure: A mixture of 2-(4-chlorophenyl)-3H-imidazo[4,5-b]pyridine-3-propanoic acid (5.52 g, 0.0183 mole) and 1,1'-carbonyldiimidazole (2.97 g, 0.0183 mole) was stirred at room temperature in dry tetrahydrofuran (100 ml) for 2.5 hours with a stream of nitrogen bubbling through it. Liquid ammonia (50 ml) was added to the reaction mixture (cooled in dry ice/acetone bath) and the mixture was allowed to warm to room temperature and was stirred for 2 days under nitrogen atmosphere. The solvents were removed u... Reactants: C(C)OC(=O)C=1C(=NC2=CC=C(C=C2C1C1=CC=CC=C1)Cl)OCC(F)(F)F (6-chloro-4-phenyl-2-(2,2,2-trifluoro-ethoxy)-quinoline-3-carboxylic acid ethyl ester), [OH-].[Na+] (NaOH), solid. Solvent: C(C)O (ethanol). Product: ClC=1C=C2C(=C(C(=NC2=CC1)OCC(F)(F)F)C(=O)O)C1=CC=CC=C1 (6-Chloro-4-phenyl-2-(2,2,2-trifluoro-ethoxy)-quinoline-3-carboxylic acid). As a reaction SMILES: C([O:3][C:4]([C:6]1[C:7]([O:23][CH2:24][C:25]([F:28])([F:27])[F:26])=[N:8][C:9]2[C:14]([C:15]=1[C:16]1[CH:21]=[CH:20][CH:19]=[CH:18][CH:17]=1)=[CH:13][C:12]([Cl:22])=[CH:11][CH:10]=2)=[O:5])C.[OH-].[Na+]>C(O)C>[Cl:22][C:12]1[CH:13]=[C:14]2[C:9](=[CH:10][CH:11]=1)[N:8]=[C:7]([O:23][CH2:24][C:25]([F:28])([F:26])[F:27])[C:6]([C:4]([OH:5])=[O:3])=[C:15]2[C:16]1[CH:17]=[CH:18][CH:19]=[CH:20][CH:21]=1 |f:1.2|. Reported procedure: The title compound was prepared in analogy to example 6 step B from a mixture of 6-chloro-4-phenyl-2-(2,2,2-trifluoro-ethoxy)-quinoline-3-carboxylic acid ethyl ester and 1N NaOH in ethanol. Off white solid (19.2 mg, 17%). LC-MS: 382 (M+H)+. The reactants are C1(NC(CCC2=C1C=CC=C2)=O)=O (1,3,4,5-tetrahydro-2-benzazepine-1,3-dione), BrCCCCCBr (1,5-dibromopentane), [H-].[Na+] (sodium hydride oil dispersion). Run in CN(C)C=O (DMF). Conditions: time 1.5 hour. The product is BrCCCCCN1C(C2=C(CCC1=O)C=CC=C2)=O (2-(5-bromopentyl)-1,3,4,5-tetrahydro-2-benzazepine-1,3-dione). The yield is 58.9%. Reaction SMILES: [C:1]1(=[O:13])[C:7]2[CH:8]=[CH:9][CH:10]=[CH:11][C:6]=2[CH2:5][CH2:4][C:3](=[O:12])[NH:2]1.[Br:14][CH2:15][CH2:16][CH2:17][CH2:18][CH2:19]Br.[H-].[Na+]>CN(C=O)C>[Br:14][CH2:15][CH2:16][CH2:17][CH2:18][CH2:19][N:2]1[C:3](=[O:12])[CH2:4][CH2:5][C:6]2[CH:11]=[CH:10][CH:9]=[CH:8][C:7]=2[C:1]1=[O:13] |f:2.3|. Procedure details: In 20 ml of DMF was dissolved 100 mg of 1,3,4,5-tetrahydro-2-benzazepine-1,3-dione and the solution then ice-cooled. Then, to the resulting solution were added 0.117 ml (1.5 equivalent) of 1,5-dibromopentane and 27.4 mg (1.2 equivalent) of a 60% sodium hydride oil dispersion and the mixture was stirred for 1.5 hour with ice-cooling. Thereafter, the reaction solution was reacted and/or treated and purified in the same manner as in Reference Example 1 to give 109 mg (yield: 58.9%) of the title com... The reactants are C=C(O[Si](C)(C)C)C(=O)OCC, COc1c(C(C)C)cccc1C(C)(C)O, ClCCl, [Na+], [Na+], O=C([O-])[O-], O, Cl[Sn](Cl)(Cl)Cl. Product: CCOC(=O)C(=O)CC(C)(C)c1cccc(C(C)C)c1OC. RXN SMILES: [CH2:21]([CH3:22])[O:23][C:24]([C:25](=[CH2:26])[O:27][Si:28]([CH3:29])([CH3:30])[CH3:31])=[O:32].[CH:6]([CH3:7])([CH3:8])[c:9]1[c:10]([O:19][CH3:20])[c:11]([C:15]([CH3:16])([CH3:17])[OH:18])[cH:12][cH:13][cH:14]1.[Cl:39][CH2:40][Cl:41].[Na+:33].[Na+:34].[O-:35][C:36](=[O:37])[O-:38].[OH2:42].[Sn:1]([Cl:2])([Cl:3])([Cl:4])[Cl:5]>>[CH:6]([CH3:7])([CH3:8])[c:9]1[c:10]([O:19][CH3:20])[c:11]([C:15]([CH3:16])([CH3:17])[CH2:27][C:25]([C:24]([O:23][CH2:21][CH3:22])=[O:32])=[O:26])[cH:12][cH:13][cH:14]1. Starting materials: C=CCOCC(CO)OCc1ccccc1, ClCCl, O=S(=O)(O)C(F)(F)F, c1ccncc1. The product is C=CCOCC(COS(=O)(=O)C(F)(F)F)OCc1ccccc1. Reaction SMILES: [CH2:15]([CH:16]=[CH2:17])[O:18][CH2:19][CH:20]([CH2:21][OH:22])[O:23][CH2:24][c:25]1[cH:26][cH:27][cH:28][cH:29][cH:30]1.[Cl:31][CH2:32][Cl:33].[OH:1][S:2](=[O:3])(=[O:4])[C:5]([F:6])([F:7])[F:8].[cH:9]1[cH:10][cH:11][n:12][cH:13][cH:14]1>>[O:1]=[S:2]([O:3][CH2:21][CH:20]([CH2:19][O:18][CH2:15][CH:16]=[CH2:17])[O:23][CH2:24][c:25]1[cH:26][cH:27][cH:28][cH:29][cH:30]1)(=[O:4])[C:5]([F:6])([F:7])[F:8].